This data is from the Open Reaction Database (ORD), a public repository of structured organic reaction records. The task is: describe an organic reaction: reactants, conditions, products, and yield The reactants are [OH-].[Na+] (sodium hydroxide), O (water), N1N=CC2=CC(=CC=C12)O[C@@H]1C[C@H](CCC1)NC(C)=O (trans-N-[3-(1H-indazol-5-yloxy)cyclohexyl]-acetamide), [H-].[Al+3].[Li+].[H-].[H-].[H-] (lithium aluminum hydride), O (water). Run in O1CCCC1 (tetrahydrofuran). Reaction conditions: time 12 hour. The product is C(C)N[C@@H]1C[C@H](CCC1)OC=1C=C2C=NNC2=CC1 (trans-N-ethyl-3-(1H-indazol-5-yloxy)cyclohexanamine). Isolated yield 82.6%. RXN SMILES: [NH:1]1[C:9]2[C:4](=[CH:5][C:6]([O:10][C@H:11]3[CH2:16][CH2:15][CH2:14][C@H:13]([NH:17][C:18](=O)[CH3:19])[CH2:12]3)=[CH:7][CH:8]=2)[CH:3]=[N:2]1.[H-].[Al+3].[Li+].[H-].[H-].[H-].O.[OH-].[Na+]>O1CCCC1>[CH2:18]([NH:17][C@H:13]1[CH2:14][CH2:15][CH2:16][C@H:11]([O:10][C:6]2[CH:5]=[C:4]3[C:9](=[CH:8][CH:7]=2)[NH:1][N:2]=[CH:3]3)[CH2:12]1)[CH3:19] |f:1.2.3.4.5.6,8.9|. Procedure details: The trans-N-[3-(1H-indazol-5-yloxy)cyclohexyl]-acetamide (0.077 g, 0.28 mmol) obtained in Example 398 was added to a suspension of lithium aluminum hydride (0.040 g, 1.05 mmol) in tetrahydrofuran (5 ml) and stirred for 12 hours with heating under reflux. The resulting solution was cooled on an ice bath, followed by adding dropwise thereto water (0.05 ml), a 2N-aqueous sodium hydroxide solution (0.10 ml) and water (0.15 ml) in that order. Thereafter, the insoluble material was removed by filtrati... Reactants: BrC=1C=C(C=CC1)C(C)=O (1-(3-bromophenyl)ethanone), C(C)OC(N(C)C)OCC (N,N-Dimethylformamide diethylacetal). Run in CCO (EtOH). Product: BrC=1C=C(C=CC1)C(\C=C/N(C)C)=O ((Z)-1-(3-bromophenyl)-3-(dimethylamino)prop-2-en-1-one). Yield: 59.0%. RXN SMILES: [Br:1][C:2]1[CH:3]=[C:4]([C:8](=[O:10])[CH3:9])[CH:5]=[CH:6][CH:7]=1.C(O[CH:14](OCC)[N:15]([CH3:17])[CH3:16])C>CCO>[Br:1][C:2]1[CH:3]=[C:4]([C:8](=[O:10])/[CH:9]=[CH:14]\[N:15]([CH3:17])[CH3:16])[CH:5]=[CH:6][CH:7]=1. Reported procedure: To a stirred solution of 1-(3-bromophenyl)ethanone (4 g, 20 mmol) in EtOH (60 ml), was added at room temperature N,N-Dimethylformamide diethylacetal (7.15 g, 60 mmol) and the mixture was stirred at reflux temperature for 2 hours. After cooling to ambient temperature, the mixture was concentrated under reduced pressure. The residue was purified using normal phase chromatography, eluting with petroleum ether containing 50% ethyl acetate to give (Z)-1-(3-bromophenyl)-3-(dimethylamino)prop-2-en-1-on... Reactants: ClC=1C=C(C=CC1Cl)C1N2C(NC=3CCCC(C13)=O)=CC=N2 (9-(3,4-Dichlorophenyl)-5,6,7,9-tetrahydropyrazolo[5.1-b]quinazolin-8(4H)-one), BrN1C(CCC1=O)=O (N-bromosuccinimide). Run in ClCCl (dichloromethane). Conditions: time 8 hour. The product is BrC=1C=NN2C1NC=1CCCC(C1C2C2=CC(=C(C=C2)Cl)Cl)=O (3-Bromo-9-(3,4-dichlorophenyl)-5,6,7,9-tetrahydropyrazolo[5.1-b]quinazolin-8(4H)-one). The yield is 83.8%. As a reaction SMILES: [Cl:1][C:2]1[CH:3]=[C:4]([CH:9]2[C:18]3[C:17](=[O:19])[CH2:16][CH2:15][CH2:14][C:13]=3[NH:12][C:11]3=[CH:20][CH:21]=[N:22][N:10]23)[CH:5]=[CH:6][C:7]=1[Cl:8].[Br:23]N1C(=O)CCC1=O>ClCCl>[Br:23][C:20]1[CH:21]=[N:22][N:10]2[CH:9]([C:4]3[CH:5]=[CH:6][C:7]([Cl:8])=[C:2]([Cl:1])[CH:3]=3)[C:18]3[C:17](=[O:19])[CH2:16][CH2:15][CH2:14][C:13]=3[NH:12][C:11]=12. Reported procedure: The product from Example 6 (0.52 g, 1.56 mmol) in dichloromethane was treated with N-bromosuccinimide (0.28 mg, 1.56 mmol) and allowed to stir at ambient temperature overnight. The mixture was filtered and the filter cake washed with CH2Cl2 to provide the title compound (0.54 g) as a solid. Reaction SMILES: [CH2:1]([CH2:10][NH:11][C:12]1[C:20]2[C:15](=[CH:16][C:17]([F:21])=[CH:18][CH:19]=2)[N:14](C(OC(C)(C)C)=O)[C:13]=1[C:29]([O:31][CH2:32][CH3:33])=[O:30])[C:2]([C:4]1[CH:9]=[CH:8][CH:7]=[CH:6][CH:5]=1)=[O:3].FC(F)(F)C(O)=O>C(Cl)Cl.C(OCC)(=O)C>[CH2:1]([CH2:10][NH:11][C:12]1[C:20]2[C:15](=[CH:16][C:17]([F:21])=[CH:18][CH:19]=2)[NH:14][C:13]=1[C:29]([O:31][CH2:32][CH3:33])=[O:30])[C:2]([C:4]1[CH:9]=[CH:8][CH:7]=[CH:6][CH:5]=1)=[O:3]. The solvent is C(Cl)Cl (methylene chloride), C(C)(=O)OCC (ethyl acetate). Yields the product C(C(=O)C1=CC=CC=C1)CNC1=C(NC2=CC(=CC=C12)F)C(=O)OCC (3-[(phenacyl)methylamino]-2-carbethoxy-6-fluoroindole). Procedure details: Dissolve 3-[(phenacyl)methylamino]-2-carbethoxy-6-fluoro-1-(tert-butyloxycarbonyl)-indole from above in methylene chloride (10 mL). Add trifluoracetic acid (3 mL) and stir for 4 hours at room temperture. Dilute with ethyl acetate (50 mL) and rinse with 1N sodium hydroxide, saturated sodium chloride, dry over magnesium sulfate, filter and concentrate in vacuo to yield 3-[(phenacyl)methylamino]-2-carbethoxy-6-fluoroindole. Starting materials: C(C(=O)C1=CC=CC=C1)CNC1=C(N(C2=CC(=CC=C12)F)C(=O)OC(C)(C)C)C(=O)OCC (3-[(phenacyl)methylamino]-2-carbethoxy-6-fluoro-1-(tert-butyloxycarbonyl)-indole), FC(C(=O)O)(F)F (trifluoracetic acid).